describe an organic reaction: reactants, conditions, products, and yield From a dataset of the Open Reaction Database (ORD), a public repository of structured organic reaction records. Starting materials: CN(C(=O)NC1=CC(=C(C=C1)Cl)Cl)C(C(Cl)(Cl)Cl)Cl (1-methyl-1-(1,2,2,2-tetrachloroethyl)-3-(3,4-dichlorophenyl) urea), [S-]C#N.[NH4+] (ammonium thiocyanate). The solvent is C(OC)COC (dimethoxyethane). Run at time 2 hour. The product is CN(C(=O)NC1=CC(=C(C=C1)Cl)Cl)C(C(Cl)(Cl)Cl)N=C=S (1-methyl-1-(1-isothiocyanato-2,2,2-trichloroethyl)-3-(3,4-dichlorophenyl) urea). As a reaction SMILES: [CH3:1][N:2]([CH:14](Cl)[C:15]([Cl:18])([Cl:17])[Cl:16])[C:3]([NH:5][C:6]1[CH:11]=[CH:10][C:9]([Cl:12])=[C:8]([Cl:13])[CH:7]=1)=[O:4].[S-:20][C:21]#[N:22].[NH4+]>C(COC)OC>[CH3:1][N:2]([CH:14]([N:22]=[C:21]=[S:20])[C:15]([Cl:18])([Cl:17])[Cl:16])[C:3]([NH:5][C:6]1[CH:11]=[CH:10][C:9]([Cl:12])=[C:8]([Cl:13])[CH:7]=1)=[O:4] |f:1.2|. Procedure: 1-methyl-1-(1,2,2,2-tetrachloroethyl)-3-(3,4-dichlorophenyl) urea (7.7 g, 0.02 mol) was dissolved in 200 ml dimethoxyethane, followed by addition of 1.5 g (0.02 mol) of ammonium thiocyanate. The mixture was stirred for 2 hours, filtered and stripped of solvent. Ether was added to the residue, which was again filtered to remove a small amount of solid. The remaining solvent was then removed, leaving a dark oil which solidified upon standing. This material had a melting point of 142°-146° C. The i... Starting materials: C(C)(C)(C)OC(=O)N1CCN(CC1)C(CN1CCC(CC1)C1=CC(=C(C=C1)NC1=NN2C(C=N1)=CC=C2C2=C(C=CC=C2)OC)OC)=O (4-[2-(4-{3-Methoxy-4-[7-(2-methoxy-phenyl)-pyrrolo[2,1-f][1,2,4]triazin-2-ylamino]-phenyl}-piperidin-1-yl)-acetyl]-piperazine-1-carboxylic acid tert-butyl ester), FC(C(=O)O)(F)F (trifluoroacetic acid), C(Cl)Cl (methylene chloride), BOC. Conditions: time 3 day. The product is COC=1C=C(C=CC1NC1=NN2C(C=N1)=CC=C2C2=C(C=CC=C2)OC)C2CCN(CC2)CC(=O)N2CCNCC2 (2-(4-{3-Methoxy-4-[7-(2-methoxy-phenyl)-pyrrolo[2,1-f][1,2,4]triazin-2-ylamino]-phenyl}-piperidin-1-yl)-1-piperazin-1-yl-ethanone). RXN SMILES: C(OC([N:8]1[CH2:13][CH2:12][N:11]([C:14](=[O:48])[CH2:15][N:16]2[CH2:21][CH2:20][CH:19]([C:22]3[CH:27]=[CH:26][C:25]([NH:28][C:29]4[N:34]=[CH:33][C:32]5=[CH:35][CH:36]=[C:37]([C:38]6[CH:43]=[CH:42][CH:41]=[CH:40][C:39]=6[O:44][CH3:45])[N:31]5[N:30]=4)=[C:24]([O:46][CH3:47])[CH:23]=3)[CH2:18][CH2:17]2)[CH2:10][CH2:9]1)=O)(C)(C)C.FC(F)(F)C(O)=O.C(Cl)Cl>>[CH3:47][O:46][C:24]1[CH:23]=[C:22]([CH:19]2[CH2:20][CH2:21][N:16]([CH2:15][C:14]([N:11]3[CH2:10][CH2:9][NH:8][CH2:13][CH2:12]3)=[O:48])[CH2:17][CH2:18]2)[CH:27]=[CH:26][C:25]=1[NH:28][C:29]1[N:34]=[CH:33][C:32]2=[CH:35][CH:36]=[C:37]([C:38]3[CH:43]=[CH:42][CH:41]=[CH:40][C:39]=3[O:44][CH3:45])[N:31]2[N:30]=1. Procedure details: Into an 8-dram vial Trifluoro-methanesulfonic acid 7-(2-methoxy-phenyl)-pyrrolo[2,1-f][1,2,4]triazin-2-yl ester (170 mg, 0.46 mmol), 4-{2-[4-(4-Amino-3-methoxy-phenyl)-piperidin-1-yl]-acetyl}-piperazine-1-carboxylic acid tert-butyl ester (223 mg, 0.516 mmol), N,N-Diisopropylethylamine (250 uL, 1.4 mmol) and 1-Methoxy-2-propanol (2 mL, 20 mmol). The reaction mixture was heated at 100° C. overnight. After 18 h, the mixture was cooled to RT and the product was purified by flash chromatography (ISCO...